This data is from the Open Reaction Database (ORD), a public repository of structured organic reaction records. The task is: describe an organic reaction: reactants, conditions, products, and yield Starting materials: CC1=CC(=C(C(=C1CC(=O)O)C(C)(C)C)O)C(C)(C)C (6-methyl-2,4-di-t-butyl-3-hydroxyphenylacetic acid), S(O)(O)(=O)=O (sulfuric acid), C([O-])([O-])=O.[Na+].[Na+] (sodium carbonate). Run in C1(=CC=CC=C1)C (toluene). Yields the product CC1=C(C=C(C(=C1)C(C)(C)C)O)CC(=O)O (2-methyl-4-t-butyl-5-hydroxyphenylacetic acid). Yield: 96.9%. Reaction SMILES: [CH3:1][C:2]1[C:7]([CH2:8][C:9]([OH:11])=[O:10])=[C:6](C(C)(C)C)[C:5]([OH:16])=[C:4]([C:17]([CH3:20])([CH3:19])[CH3:18])[CH:3]=1.S(=O)(=O)(O)O.C(=O)([O-])[O-].[Na+].[Na+]>C1(C)C=CC=CC=1>[CH3:1][C:2]1[CH:3]=[C:4]([C:17]([CH3:20])([CH3:18])[CH3:19])[C:5]([OH:16])=[CH:6][C:7]=1[CH2:8][C:9]([OH:11])=[O:10] |f:2.3.4|. Procedure details: Into a 300-ml four-necked flask, were charged 27.8 g of 6-methyl-2,4-di-t-butyl-3-hydroxyphenylacetic acid, 150 ml of toluene and 3 ml of concentrated sulfuric acid. The mixture was heated under reflux for about 5 hours under a nitrogen stream. After completion of the reaction, the reaction mixture was neutralized with an aqueous sodium carbonate solution, washed with water, then dehydrated and freed from the solvent under reduced pressure to obtain 21.5 g (97% yield) of pale yellow 2-methyl-4-t... The reactants are C(#N)C(C)(C1=CC=CC=C1)C=1N=NC=CC1 (3-(1-cyano-1-phenylethyl)-pyridazine), [OH-].[K+] (potassium hydroxide), C1CCCCC1 (cyclohexane). Run in C(CO)O (ethylene glycol), O (water), O (water). The product is C1(=CC=CC=C1)C(C)C=1N=NC=CC1 (3-(1-Phenylethyl)pyridazine). Isolated yield 56.8%. Reaction SMILES: [C:1]([C:3]([C:11]1[N:12]=[N:13][CH:14]=[CH:15][CH:16]=1)([C:5]1[CH:10]=[CH:9][CH:8]=[CH:7][CH:6]=1)C)#N.[OH-].[K+].C1CCCCC1>C(O)CO.O>[C:5]1([CH:3]([C:11]2[N:12]=[N:13][CH:14]=[CH:15][CH:16]=2)[CH3:1])[CH:6]=[CH:7][CH:8]=[CH:9][CH:10]=1 |f:1.2|. Reported procedure: A solution of 3-(1-cyano-1-phenylethyl)-pyridazine (1 g.) in ethylene glycol (10 ml.) and water (1 ml.) containing potassium hydroxide (0.3 g.) was heated at reflux for 6 hours. The yellow solution was diluted with water (40 ml.) and extracted with chloroform (3 × 25 ml.), dried over magnesium sulphate, filtered and evaporated to give a cream-coloured solid (0.8 g.). 3-(1-Phenylethyl)pyridazine (0.5 g.), m.p. 44°-45° C., was obtained from the cream-coloured solid in the form of colourless crysta...